describe an organic reaction: reactants, conditions, products, and yield From a dataset of the Open Reaction Database (ORD), a public repository of structured organic reaction records. Reactants: OCC1=CC=C(C=O)C=C1 (p-hydroxymethylbenzaldehyde), C1(=CC=C(C=C1)CO)CO (p-xylylene glycol), C(C1=CC=C(C=O)C=C1)=O (terephthalaldehyde). Run at time 10 minute. Yields the product OCC1=C(C=O)C=CC=C1 (hydroxymethylbenzaldehyde). Reaction SMILES: OC[C:3]1[CH:10]=[CH:9][C:6]([CH:7]=[O:8])=[CH:5][CH:4]=1.C1(CO)C=CC([CH2:17][OH:18])=CC=1.C(=O)C1C=CC(C=O)=CC=1>>[OH:18][CH2:17][C:5]1[CH:4]=[CH:3][CH:10]=[CH:9][C:6]=1[CH:7]=[O:8]. Procedure details: 167.0 g of sodium carbonate and 1200 g of distilled water were placed in a four-necked flask equipped with a reflux condenser, a lagged dropping funnel, a thermometer and a stirrer, and the atmosphere in the flask was replaced with nitrogen and then adjusted to 100° C. Next, 100 g of α,α,α'-trichloro-p-xylene having a purity of 90% by weight obtained in the same manner as in Preparation Example 1 were added dropwise thereto over 10 minutes. After an aging reaction was carried out for 10 hours, t... Starting materials: CCOC(=O)C1(NC(=O)c2cccc3c2CCCC3=O)Cc2ccccc2C1, CCO, [K+], [OH-], O. Yields the product O=C1CCCc2c1cccc2C(=O)NC1(C(=O)O)Cc2ccccc2C1. Reaction SMILES: [CH2:1]([CH3:2])[O:3][C:4](=[O:5])[C:6]1([NH:15][C:16](=[O:17])[c:18]2[cH:19][cH:20][cH:21][c:22]3[c:27]2[CH2:26][CH2:25][CH2:24][C:23]3=[O:28])[CH2:7][c:8]2[cH:9][cH:10][cH:11][cH:12][c:13]2[CH2:14]1.[CH3:32][CH2:33][OH:34].[K+:30].[OH-:29].[OH2:31]>>[O:3]=[C:4]([OH:5])[C:6]1([NH:15][C:16](=[O:17])[c:18]2[cH:19][cH:20][cH:21][c:22]3[c:27]2[CH2:26][CH2:25][CH2:24][C:23]3=[O:28])[CH2:7][c:8]2[cH:9][cH:10][cH:11][cH:12][c:13]2[CH2:14]1. Starting materials: C=Cc1c(OCc2ccccc2)ccn(Cc2ccccc2)c1=O, CCO, CCOC(C)=O, [H][H]. The product is CCc1c(OCc2ccccc2)ccn(Cc2ccccc2)c1=O. As a reaction SMILES: [CH2:1]([c:2]1[cH:3][cH:4][cH:5][cH:6][cH:7]1)[n:8]1[c:9](=[O:24])[c:10]([CH:22]=[CH2:23])[c:11]([O:14][CH2:15][c:16]2[cH:17][cH:18][cH:19][cH:20][cH:21]2)[cH:12][cH:13]1.[CH3:27][CH2:28][OH:29].[CH3:30][CH2:31][O:32][C:33]([CH3:34])=[O:35].[H:25][H:26]>>[CH2:1]([c:2]1[cH:3][cH:4][cH:5][cH:6][cH:7]1)[n:8]1[c:9](=[O:24])[c:10]([CH2:22][CH3:23])[c:11]([O:14][CH2:15][c:16]2[cH:17][cH:18][cH:19][cH:20][cH:21]2)[cH:12][cH:13]1.